This data is from the Open Reaction Database (ORD), a public repository of structured organic reaction records. The task is: describe an organic reaction: reactants, conditions, products, and yield The reactants are BrC1=CN=CC=2[C@@H](CCCC12)NC(CC)=O ((R)—N-(4-bromo-5,6,7,8-tetrahydroisoquinolin-8-yl)propionamide), FC(C1=CC=C(C(=C1)C1CC1)B1OC(C)(C)C(C)(C)O1)(F)F (4-trifluoromethyl-6-cyclopropylphenylboronic acid pinacol ester). The product is C1(CC1)C1=C(C=CC(=C1)C(F)(F)F)C1=CN=CC=2[C@@H](CCCC12)NC(CC)=O ((R)—N-(4-(2-Cyclopropyl-4-(trifluoromethyl)phenyl)-5,6,7,8-tetrahydroisoquinolin-8-yl)propionamide). Isolated yield 84.0%. Reaction SMILES: Br[C:2]1[C:11]2[CH2:10][CH2:9][CH2:8][C@@H:7]([NH:12][C:13](=[O:16])[CH2:14][CH3:15])[C:6]=2[CH:5]=[N:4][CH:3]=1.[F:17][C:18]([F:38])([F:37])[C:19]1[CH:24]=[C:23]([CH:25]2[CH2:27][CH2:26]2)[C:22](B2OC(C)(C)C(C)(C)O2)=[CH:21][CH:20]=1>>[CH:25]1([C:23]2[CH:24]=[C:19]([C:18]([F:17])([F:37])[F:38])[CH:20]=[CH:21][C:22]=2[C:2]2[C:11]3[CH2:10][CH2:9][CH2:8][C@@H:7]([NH:12][C:13](=[O:16])[CH2:14][CH3:15])[C:6]=3[CH:5]=[N:4][CH:3]=2)[CH2:26][CH2:27]1. Procedure details: In analogy to the procedure described for the preparation of example 1, (R)—N-(4-bromo-5,6,7,8-tetrahydroisoquinolin-8-yl)propionamide (intermediate A-16) was reacted with 4-trifluoromethyl-6-cyclopropylphenylboronic acid pinacol ester acid to give the title compound as colorless oil in 84% yield. MS: 389.2 (M+H+). Conditions: time 8 hour. The product is C(C)(=O)OC[C@@H]1[C@H](C[C@@H](O1)N1C(=O)NC(=O)C(C)=C1)F (5'-O-acetyl-3'-deoxy-3'-fluorothymidine). RXN SMILES: [CH3:1][C:2]([O:4][C:5]([CH3:7])=[O:6])=O.[F:8][C@@H:9]1[C@@H](CO)[O:12][C@@H:11]([N:16]2[CH:24]=[C:22]([CH3:23])[C:20](=[O:21])[NH:19][C:17]2=[O:18])[CH2:10]1>N1C=CC=CC=1>[C:5]([O:4][CH2:2][C@H:1]1[O:12][C@@H:11]([N:16]2[CH:24]=[C:22]([CH3:23])[C:20](=[O:21])[NH:19][C:17]2=[O:18])[CH2:10][C@@H:9]1[F:8])(=[O:6])[CH3:7]. The solvent is N1=CC=CC=C1 (pyridine). Starting materials: CC(=O)OC(=O)C (acetanhydride), F[C@H]1C[C@@H](O[C@@H]1CO)N1C(=O)NC(=O)C(C)=C1 (3'-deoxy-3'-fluorothymidine), ice water. Reported procedure: 56 mMol acetanhydride is added at 0° C. to a solution of 50 mMol 3'-deoxy-3'-fluorothymidine in 50 ml pyridine. The reaction solution stands overnight at room temperature and is subsequently poured into ice water. The aqueous phase is decanted. The oily product is purified in a chromatographic column on silica gel with chloroform eluent. The fractions obtained from the product are isolated as a solid material which is recrystallized from ethanol. M.P.97°-98° C. The reactants are FC=1C=C(C=CC1)[C@H](OCCNC(OC)=O)[C@H]1CNCCC1 (methyl 2-((R)-(3-fluorophenyl)((R)-piperidin-3-yl)methoxy)ethylcarbamate), N[C@H](CN(C(OC(C)(C)C)=O)C)CC1CCCCC1 (tert-butyl (S)-2-amino-3-cyclohexylpropylmethylcarbamate), C1=CN(C=N1)C(=O)N2C=CN=C2 (CDI), CCN(C(C)C)C(C)C (DIEA). The solvent is C(Cl)Cl (CH2Cl2), C(Cl)Cl (CH2Cl2). Reaction conditions: temperature 0 celsius, time 1 hour. Product: C1(CCCCC1)C[C@@H](CN(C(=O)OC(C)(C)C)C)NC(=O)N1C[C@@H](CCC1)[C@@H](OCCNC(OC)=O)C1=CC(=CC=C1)F (methyl 2-((R)—((R)-1-((S)-1-cyclohexyl-3-(N-methyl-N-(t-butoxycarbonyl)amino)propan-2-ylcarbamoyl)piperidin-3-yl)(3-fluorophenyl)methoxy)ethylcarbamate). The yield is 51.5%. As a reaction SMILES: [NH2:1][C@@H:2]([CH2:13][CH:14]1[CH2:19][CH2:18][CH2:17][CH2:16][CH2:15]1)[CH2:3][N:4]([CH3:12])[C:5](=[O:11])[O:6][C:7]([CH3:10])([CH3:9])[CH3:8].C1N=CN([C:25]([N:27]2[CH:31]=N[CH:29]=[CH:28]2)=[O:26])C=1.CCN(C(C)C)C(C)C.[F:41][C:42]1[CH:43]=[C:44]([C@@H:48]([C@@H:57]2CCCN[CH2:58]2)[O:49][CH2:50][CH2:51][NH:52][C:53](=[O:56])[O:54][CH3:55])[CH:45]=[CH:46][CH:47]=1>C(Cl)Cl>[CH:14]1([CH2:13][C@H:2]([NH:1][C:25]([N:27]2[CH2:28][CH2:29][CH2:58][C@@H:57]([C@H:48]([C:44]3[CH:45]=[CH:46][CH:47]=[C:42]([F:41])[CH:43]=3)[O:49][CH2:50][CH2:51][NH:52][C:53](=[O:56])[O:54][CH3:55])[CH2:31]2)=[O:26])[CH2:3][N:4]([CH3:12])[C:5]([O:6][C:7]([CH3:9])([CH3:10])[CH3:8])=[O:11])[CH2:15][CH2:16][CH2:17][CH2:18][CH2:19]1. Procedure details: To a solution of tert-butyl (S)-2-amino-3-cyclohexylpropylmethylcarbamate (65 mg, 0.24 mmol) and CDI (40 mg, 0.24 mmol) in anhydrous CH2Cl2 (5 mL) cooled in an ice bath was added DIEA (104 mg, 0.81 mmol). After addition, the mixture was stirred for 1 h at 0° C., a solution of methyl 2-((R)-(3-fluorophenyl)((R)-piperidin-3-yl)methoxy)ethylcarbamate (50 mg, 0.16 mmol) in anhydrous CH2Cl2 (5 mL) was added dropwise. The reaction mixture was allowed to warm to rt and stirred overnight. After the reac... RXN SMILES: [Br:60][CH2:61][c:62]1[cH:63][cH:64][cH:65][cH:66][n:67]1.[BrH:59].[Cl:47][CH2:48][c:49]1[n:50][cH:51][cH:52][cH:53][c:54]1[C:55]([F:56])([F:57])[F:58].[ClH:46].[F:23][c:24]1[c:25]2[c:30]([cH:31][c:32]3[c:45]1[C:35]1([CH2:34][O:33]3)[c:36]3[c:37]([cH:38][cH:39][cH:40][cH:41]3)[NH:42][C:43]1=[O:44])[O:29][CH2:28][CH2:27][O:26]2.[NH:1]1[C:2](=[O:22])[C:3]2([CH2:4][O:5][c:6]3[cH:7][c:8]4[c:13]([cH:14][c:15]32)[O:12][CH2:11][CH2:10][CH2:9]4)[c:16]2[cH:17][cH:18][cH:19][cH:20][c:21]21>>[N:1]1([CH2:48][c:49]2[n:50][cH:51][cH:52][cH:53][c:54]2[C:55]([F:56])([F:57])[F:58])[C:2](=[O:22])[C:3]2([CH2:4][O:5][c:6]3[cH:7][c:8]4[c:13]([cH:14][c:15]32)[O:12][CH2:11][CH2:10][CH2:9]4)[c:16]2[cH:17][cH:18][cH:19][cH:20][c:21]21. Product: O=C1N(Cc2ncccc2C(F)(F)F)c2ccccc2C12COc1cc3c(cc12)OCCC3. Reactants: BrCc1ccccn1, Br, FC(F)(F)c1cccnc1CCl, Cl, O=C1Nc2ccccc2C12COc1cc3c(c(F)c12)OCCO3, O=C1Nc2ccccc2C12COc1cc3c(cc12)OCCC3. The reactants are [N+](=O)([O-])C=1C=C(C=C(C1)[N+](=O)[O-])OC (3,5-Dinitroanisole). Reaction SMILES: [N+:1]([C:4]1[CH:5]=[C:6]([O:13]C)[CH:7]=[C:8]([N+:10]([O-:12])=[O:11])[CH:9]=1)([O-:3])=[O:2]>Br>[N+:1]([C:4]1[CH:5]=[C:6]([OH:13])[CH:7]=[C:8]([N+:10]([O-:12])=[O:11])[CH:9]=1)([O-:3])=[O:2]. Procedure details: 3,5-Dinitroanisole (1.36 g, 6.9 mmol) and concentrated aqueous HBr (50 ml) was heated to reflux temperature for 16 h. After cooling to ambient temperature, the solid precipitate was filtered off, washed with water and dried. Yield: 325 mg (26%). The product is [N+](=O)([O-])C=1C=C(C=C(C1)[N+](=O)[O-])O (3,5-Dinitrophenol). Run in Br (HBr). The yield is 99.9%. RXN SMILES: [CH3:1][N:2]1[C:8]2[C:9]([N+:13]([O-])=O)=[CH:10][CH:11]=[CH:12][C:7]=2[C:6](=[O:16])[NH:5][CH2:4][CH2:3]1>CO.[Pd]>[NH2:13][C:9]1[C:8]2[N:2]([CH3:1])[CH2:3][CH2:4][NH:5][C:6](=[O:16])[C:7]=2[CH:12]=[CH:11][CH:10]=1. Run at time 1.5 hour. Run in CO (MeOH). Reactants: CN1CCNC(C2=C1C(=CC=C2)[N+](=O)[O-])=O (1-Methyl-9-nitro-1,2,3,4-tetrahydro-benzo[e][1,4]diazepin-5-one). Reagents/catalysts: [Pd] (Pd—C). Product: NC1=CC=CC2=C1N(CCNC2=O)C (9-Amino-1-methyl-1,2,3,4-tetrahydro-benzo[e][1,4]diazepin-5-one). Procedure: 1-Methyl-9-nitro-1,2,3,4-tetrahydro-benzo[e][1,4]diazepin-5-one (#) (100 mg, 0.45 mmol) was dissolved in MeOH (20 ml) and placed in a Parr bottle. Pd—C (10%, 10 mg) was added, and the resulting mixture was shaken under 20 psi H2 for 1.5 h. The reaction mixture was filtered through celite, washed with MeOH, and concentrated to afford 9-Amino-1-methyl-1,2,3,4-tetrahydro-benzo[e][1,4]diazepin-5-one as a brown solid (86 mg, 99%). mp 130-133° C.; LCMS: m/z=192.30 (M+H+); 1H NMR (400 MHz, CDCl3) δ 7.2... The reactants are C(C1=CC=CC=C1)(C1=CC=CC=C1)OC(=O)C1(CC1)O\N=C(/C(=O)N[C@H]1[C@H](N(C1=O)S(=O)(=O)O)CN1C(O[C@@H](C1)CNC(=O)OC(C)(C)C)=O)\C=1N=C(SC1)NC(=O)OC(C)(C)C ((2R,3S)-3-((Z)-2-((1-((benzhydryloxy)carbonyl)cyclopropoxy)imino)-2-(2-((tert-butoxycarbonyl)amino)thiazol-4-yl)acetamido)-2-(((R)-5-(((tert-butoxycarbonyl)amino)-methyl)-2-oxooxazolidin-3-yl)methyl)-4-oxoazetidine-1-sulfonic acid), C(=O)(C(F)(F)F)O (TFA). The solvent is C(Cl)Cl (DCM). Product: NC[C@@H]1CN(C(O1)=O)C[C@H]1N(C([C@H]1NC(\C(\C=1N=C(SC1)N)=N/OC1(CC1)C(=O)O)=O)=O)S(=O)(=O)O (1-(((Z)-(2-(((2R,3S)-2-(((R)-5-(aminomethyl)-2-oxooxazolidin-3-yl)methyl)-4-oxo-1-sulfoazetidin-3-yl)amino)-1-(2-aminothiazol-4-yl)-2-oxoethylidene)amino)oxy)-cyclopropanecarboxylic acid). Yield: 53.1%. As a reaction SMILES: C([O:14][C:15]([C:17]1([O:20]/[N:21]=[C:22](/[C:51]2[N:52]=[C:53]([NH:56]C(OC(C)(C)C)=O)[S:54][CH:55]=2)\[C:23]([NH:25][C@@H:26]2[C:29](=[O:30])[N:28]([S:31]([OH:34])(=[O:33])=[O:32])[C@@H:27]2[CH2:35][N:36]2[CH2:40][C@@H:39]([CH2:41][NH:42]C(OC(C)(C)C)=O)[O:38][C:37]2=[O:50])=[O:24])[CH2:19][CH2:18]1)=[O:16])(C1C=CC=CC=1)C1C=CC=CC=1.C(O)(C(F)(F)F)=O>C(Cl)Cl>[NH2:42][CH2:41][C@H:39]1[O:38][C:37](=[O:50])[N:36]([CH2:35][C@@H:27]2[C@H:26]([NH:25][C:23](=[O:24])/[C:22](=[N:21]\[O:20][C:17]3([C:15]([OH:16])=[O:14])[CH2:18][CH2:19]3)/[C:51]3[N:52]=[C:53]([NH2:56])[S:54][CH:55]=3)[C:29](=[O:30])[N:28]2[S:31]([OH:34])(=[O:32])=[O:33])[CH2:40]1. Reported procedure: Followed the general procedure for the acid mediated deprotection using (2R,3S)-3-((Z)-2-((1-((benzhydryloxy)carbonyl)cyclopropoxy)imino)-2-(2-((tert-butoxycarbonyl)amino)thiazol-4-yl)acetamido)-2-(((R)-5-(((tert-butoxycarbonyl)amino)-methyl)-2-oxooxazolidin-3-yl)methyl)-4-oxoazetidine-1-sulfonic acid (725 mg, 0.794 mmol), DCM (8.0 mL) and TFA (3.7 mL, 48.0 mmol). The crude residue purified by reverse phase prep HPLC (XSelect CSH, 30×100 mm, 5 μm, C18 column; ACN-water with 0.1% formic acid modi...